From a dataset of the Open Reaction Database (ORD), a public repository of structured organic reaction records. describe an organic reaction: reactants, conditions, products, and yield The reactants are BrC1=CC=C(C=C1)C=1OC(=C(N1)CC(=O)[O-])C ([2-(4-bromophenyl)-5-methyl-1,3-oxazol-4-yl]acetate), COC(CC1=CC(=C(C=C1)C)O)=O (methyl(3-hydroxy-4-methylphenyl)acetate). Procedure: By the same procedure as Example 31 and Example 32 using [2-(4-bromophenyl)-5-methyl-1,3-oxazol-4-yl]acetate instead of the compound prepared in Example 30 and methyl(3-hydroxy-4-methylphenyl)acetate instead of methyl(2-fluoro-3-hydroxyphenyl)acetate, the title compound having the following physical data was obtained. As a reaction SMILES: [Br:1][C:2]1[CH:7]=[CH:6][C:5]([C:8]2[O:9][C:10]([CH3:17])=[C:11]([CH2:13][C:14]([O-:16])=O)[N:12]=2)=[CH:4][CH:3]=1.[CH3:18][O:19][C:20](=[O:30])[CH2:21][C:22]1[CH:27]=[CH:26][C:25]([CH3:28])=[C:24](O)[CH:23]=1>>[Br:1][C:2]1[CH:3]=[CH:4][C:5]([C:8]2[O:9][C:10]([CH3:17])=[C:11]([CH2:13][CH2:14][O:16][C:26]3[CH:27]=[C:22]([CH2:21][C:20]([O:19][CH3:18])=[O:30])[CH:23]=[CH:24][C:25]=3[CH3:28])[N:12]=2)=[CH:6][CH:7]=1. Product: BrC1=CC=C(C=C1)C=1OC(=C(N1)CCOC=1C=C(C=CC1C)CC(=O)OC)C (methyl (3-{2-[2-(4-bromophenyl)-5-methyl-1,3-oxazol-4-yl]ethoxy}-4-methylphenyl)acetate). Starting materials: Cc1cccc([N+](=O)[O-])c1C(=O)Cl, Nc1nnn[nH]1, C1CCOC1, O, O. Product: Cc1cccc([N+](=O)[O-])c1C(=O)Nc1nnn[nH]1. Reaction SMILES: [CH3:8][c:9]1[c:10]([C:11](=[O:12])[Cl:13])[c:14]([N+:18](=[O:19])[O-:20])[cH:15][cH:16][cH:17]1.[NH2:2][c:3]1[n:4][n:5][n:6][nH:7]1.[O:21]1[CH2:22][CH2:23][CH2:24][CH2:25]1.[OH2:1].[OH2:26]>>[NH:2]([c:3]1[n:4][n:5][n:6][nH:7]1)[C:11]([c:10]1[c:9]([CH3:8])[cH:17][cH:16][cH:15][c:14]1[N+:18](=[O:19])[O-:20])=[O:12]. Starting materials: BrC1[C@]2(O[C@@H]3[C@H]([C@@H]2C)[C@]2([C@H]4[C@@H]([C@@H]5[C@]6(CC[C@@H](C[C@@H]6CC[C@H]5[C@@H]2C3)O)C)O4)C)OC[C@@H](C1)C ((3β,5α,11β,12β,25R)-23-bromo-11,12-epoxyspirostan-3-ol), ClC(C(=O)O)(Cl)Cl (trichloroacetic acid). Solvent: C1(=CC=CC=C1)C (toluene). The product is BrC1[C@]2(O[C@@H]3[C@H]([C@@H]2C)[C@]2([C@H]([C@@H]([C@@H]4[C@]5(CC[C@@H](C[C@@H]5CC[C@H]4[C@@H]2C3)O)C)O)OC(C(Cl)(Cl)Cl)=O)C)OC[C@@H](C1)C ((3β,5α,11β,12α,25R)-23-bromo-12-(trichloroacetoxy)spirostan-3,11-diol). Reaction SMILES: [Br:1][CH:2]1[CH2:31][C@@H:30]([CH3:32])[CH2:29][O:28][C@@:3]21[C@@H:7]([CH3:8])[C@@H:6]1[C@:9]3([CH3:27])[C@@H:22]([CH2:23][C@@H:5]1[O:4]2)[C@H:21]1[C@@H:12]([C@:13]2([CH3:25])[C@@H:18]([CH2:19][CH2:20]1)[CH2:17][C@@H:16]([OH:24])[CH2:15][CH2:14]2)[C@H:11]1[O:26][C@@H:10]31.[Cl:33][C:34]([Cl:39])([Cl:38])[C:35]([OH:37])=[O:36]>C1(C)C=CC=CC=1>[Br:1][CH:2]1[CH2:31][C@@H:30]([CH3:32])[CH2:29][O:28][C@@:3]21[C@@H:7]([CH3:8])[C@@H:6]1[C@:9]3([CH3:27])[C@@H:22]([CH2:23][C@@H:5]1[O:4]2)[C@H:21]1[C@@H:12]([C@:13]2([CH3:25])[C@@H:18]([CH2:19][CH2:20]1)[CH2:17][C@@H:16]([OH:24])[CH2:15][CH2:14]2)[C@@H:11]([OH:26])[C@@H:10]3[O:36][C:35](=[O:37])[C:34]([Cl:39])([Cl:38])[Cl:33]. Procedure details: Using the procedure described in J. Chem. Soc., 1956, 4330, (3β,5α,11β,12β,25R)-23-bromo-11,12-epoxyspirostan-3-ol was treated with trichloroacetic acid in toluene at room temperature for 3 days to give the title compound. Procedure details: Bis(4-(4-amino-3-hydroxyphenoxy)phenyl)sulfone was synthesized in a manner analogous to Example 2 from bis(4-(3-hydroxy-4-nitrophenoxy)phenyl)sulfone. Yield: 83.5%; mp 228˜231° C.; IR (KBr): 3318, 1577, 1511 cm−1; MS (EI) m/z 464 (M+, 100); Elemental Anal. Calcd. for C24H20N2O6S: C, 62.07; H, 4.31; N, 6.03. Found: C, 61.83; H, 4.39; N, 5.96. The reactants are OC=1C=C(OC2=CC=C(C=C2)S(=O)(=O)C2=CC=C(C=C2)OC2=CC(=C(C=C2)[N+](=O)[O-])O)C=CC1[N+](=O)[O-] (bis(4-(3-hydroxy-4-nitrophenoxy)phenyl)sulfone), [K+].[Br-] (KBr). Yield: 83.5%. Yields the product NC1=C(C=C(OC2=CC=C(C=C2)S(=O)(=O)C2=CC=C(C=C2)OC2=CC(=C(C=C2)N)O)C=C1)O (Bis(4-(4-amino-3-hydroxyphenoxy)phenyl)sulfone). RXN SMILES: [OH:1][C:2]1[CH:3]=[C:4]([CH:32]=[CH:33][C:34]=1[N+:35]([O-])=O)[O:5][C:6]1[CH:11]=[CH:10][C:9]([S:12]([C:15]2[CH:20]=[CH:19][C:18]([O:21][C:22]3[CH:27]=[CH:26][C:25]([N+:28]([O-])=O)=[C:24]([OH:31])[CH:23]=3)=[CH:17][CH:16]=2)(=[O:14])=[O:13])=[CH:8][CH:7]=1.[K+].[Br-]>>[NH2:35][C:34]1[CH:33]=[CH:32][C:4]([O:5][C:6]2[CH:11]=[CH:10][C:9]([S:12]([C:15]3[CH:16]=[CH:17][C:18]([O:21][C:22]4[CH:27]=[CH:26][C:25]([NH2:28])=[C:24]([OH:31])[CH:23]=4)=[CH:19][CH:20]=3)(=[O:13])=[O:14])=[CH:8][CH:7]=2)=[CH:3][C:2]=1[OH:1] |f:1.2|. The reactants are C(C1=CC=CC=C1)N1N=C(C(=C1)C(=O)OCC)OCC1=CC(=C(C=C1)OCC=1N=C(OC1C)C=1OC=CC1)OCC1=CC=CC=C1 (ethyl 1-benzyl-3-[(3-benzyloxy-4-{[2-(2-furyl)-5-methyl-1,3-oxazol-4-yl]methoxy}benzyl)oxy]-1H-pyrazole-4-carboxylate), [H-].[Al+3].[Li+].[H-].[H-].[H-] (lithium aluminum hydride), O.O.O.O.O.O.O.O.O.O.S(=O)(=O)([O-])[O-].[Na+].[Na+] (Sodium sulfate decahydrate). The solvent is C(C)(=O)OCC (ethyl acetate), O1CCCC1 (tetrahydrofuran). Reaction conditions: time 1 hour. Product: C(C1=CC=CC=C1)N1N=C(C(=C1)CO)OCC1=CC(=C(C=C1)OCC=1N=C(OC1C)C=1OC=CC1)OCC1=CC=CC=C1 ({1-benzyl-3-[(3-benzyloxy-4-{[2-(2-furyl)-5-methyl-1,3-oxazol-4-yl]methoxy}benzyl)oxy]-1H-pyrazol-4-yl}methanol). Isolated yield 79.7%. As a reaction SMILES: [CH2:1]([N:8]1[CH:12]=[C:11]([C:13](OCC)=[O:14])[C:10]([O:18][CH2:19][C:20]2[CH:25]=[CH:24][C:23]([O:26][CH2:27][C:28]3[N:29]=[C:30]([C:34]4[O:35][CH:36]=[CH:37][CH:38]=4)[O:31][C:32]=3[CH3:33])=[C:22]([O:39][CH2:40][C:41]3[CH:46]=[CH:45][CH:44]=[CH:43][CH:42]=3)[CH:21]=2)=[N:9]1)[C:2]1[CH:7]=[CH:6][CH:5]=[CH:4][CH:3]=1.[H-].[Al+3].[Li+].[H-].[H-].[H-].O.O.O.O.O.O.O.O.O.O.S([O-])([O-])(=O)=O.[Na+].[Na+]>O1CCCC1.C(OCC)(=O)C>[CH2:1]([N:8]1[CH:12]=[C:11]([CH2:13][OH:14])[C:10]([O:18][CH2:19][C:20]2[CH:25]=[CH:24][C:23]([O:26][CH2:27][C:28]3[N:29]=[C:30]([C:34]4[O:35][CH:36]=[CH:37][CH:38]=4)[O:31][C:32]=3[CH3:33])=[C:22]([O:39][CH2:40][C:41]3[CH:42]=[CH:43][CH:44]=[CH:45][CH:46]=3)[CH:21]=2)=[N:9]1)[C:2]1[CH:7]=[CH:6][CH:5]=[CH:4][CH:3]=1 |f:1.2.3.4.5.6,7.8.9.10.11.12.13.14.15.16.17.18.19|. Procedure details: To a solution of ethyl 1-benzyl-3-[(3-benzyloxy-4-{[2-(2-furyl)-5-methyl-1,3-oxazol-4-yl]methoxy}benzyl)oxy]-1H-pyrazole-4-carboxylate (0.70 g) in tetrahydrofuran (20 mL) was added lithium aluminum hydride (0.085 g) at 0° C. and the mixture was stirred at room temperature for 1 hr. Sodium sulfate decahydrate (0.71 g) was added to the reaction mixture, and the mixture was stirred at room temperature for 30 min. The reaction mixture was diluted with ethyl acetate and the precipitate was filtered o... Starting materials: CC([O-])=S, C=CCOC(=O)N1CC(OS(C)(=O)=O)CC1CO, CCOC(C)=O, CN(C)C=O, [K+], O. Yields the product C=CCOC(=O)N1CC(SC(C)=O)CC1CO. As a reaction SMILES: [C:19]([CH3:20])(=[S:21])[O-:22].[CH2:1]([CH:2]=[CH2:3])[O:4][C:5](=[O:6])[N:7]1[CH:8]([CH2:17][OH:18])[CH2:9][CH:10]([O:12][S:13]([CH3:14])(=[O:15])=[O:16])[CH2:11]1.[CH3:24][CH2:25][O:26][C:27](=[O:28])[CH3:29].[CH3:31][N:32]([CH3:33])[CH:34]=[O:35].[K+:23].[OH2:30]>>[CH2:1]([CH:2]=[CH2:3])[O:4][C:5](=[O:6])[N:7]1[CH:8]([CH2:17][OH:18])[CH2:9][CH:10]([S:21][C:19]([CH3:20])=[O:22])[CH2:11]1.